Dataset: the Open Reaction Database (ORD), a public repository of structured organic reaction records. Task: describe an organic reaction: reactants, conditions, products, and yield Starting materials: [O-2].[Zn+2] (zinc oxide), C(CCCCCCCCCCCCCCCCC)OCCCCCCCCCCCCCCCCCC.O(CC[*:2])[*:1] (polyoxyethylene octadecyl ether), C(CCCCCCCCCCCCCCCCC)(=O)O (stearic acid), C(C=C)(=O)O (acrylic acid). The solvent is C1(=CC=CC=C1)C (toluene). Conditions: temperature 48 celsius, time 2 hour. Yields the product C(C=C)(=O)[O-].[Zn+2].C(C=C)(=O)[O-] (zinc acrylate). Yield: 94.6%. As a reaction SMILES: [O-2].[Zn+2:2].[C:3]([OH:22])(=[O:21])[CH2:4][CH2:5]CCCCCCCCCCCCCCC.[C:23]([OH:27])(=[O:26])[CH:24]=[CH2:25]>C1(C)C=CC=CC=1>[C:3]([O-:22])(=[O:21])[CH:4]=[CH2:5].[Zn+2:2].[C:23]([O-:27])(=[O:26])[CH:24]=[CH2:25] |f:0.1,5.6.7|. Procedure: To a 4000 liter jacketed stainless steel reactor, at room temperature, were fed toluene (1591 kg, moisture content of 3.7%), zinc oxide (403.0 kg, 94.5% purity, 4.68 kmol) and stearic acid (65.7 kg, 0.23 kmol). Then, the temperature was raised to 48±5° C. To the reactor was added dropwise acrylic acid (631 kg, 8.76 kmol) over 2.5 hours, and continued the stirring while keeping at this temperature for additional 2 hours in order to complete the reaction. The pH value of this solution is about 5. ...